Dataset: the Open Reaction Database (ORD), a public repository of structured organic reaction records. Task: describe an organic reaction: reactants, conditions, products, and yield The reactants are ClCCCl, CC(C)(O)C(=O)O, Cl, CN(C)C=O, O, O, On1nnc2ccccc21, Nc1nc(-c2ccco2)c(C(=O)c2ccccc2)s1. Yields the product CC(C)(O)C(=O)Nc1nc(-c2ccco2)c(C(=O)c2ccccc2)s1. Reaction SMILES: [CH2:27]([Cl:28])[CH2:29][Cl:30].[CH3:20][C:21]([CH3:22])([OH:23])[C:24]([OH:25])=[O:26].[ClH:31].[O:43]=[CH:44][N:45]([CH3:46])[CH3:47].[OH2:32].[OH2:48].[OH:33][n:34]1[c:35]2[cH:36][cH:37][cH:38][cH:39][c:40]2[n:41][n:42]1.[c:1]1([C:7](=[O:8])[c:9]2[c:10](-[c:15]3[o:16][cH:17][cH:18][cH:19]3)[n:11][c:12]([NH2:14])[s:13]2)[cH:2][cH:3][cH:4][cH:5][cH:6]1>>[c:1]1([C:7](=[O:8])[c:9]2[c:10](-[c:15]3[o:16][cH:17][cH:18][cH:19]3)[n:11][c:12]([NH:14][C:24]([C:21]([CH3:20])([CH3:22])[OH:23])=[O:25])[s:13]2)[cH:2][cH:3][cH:4][cH:5][cH:6]1. The reactants are C(C1=CC=CC=C1)OC(=O)CNC(C(=O)NC(CC1=CC(=C(C=C1)O)C(C)(C)C)C1=NC(=CC(N1)=O)C)C(C)C (2-(1-(2-(benzyloxycarbonylmethylamino)-3-methyl-butyrylamino)-2-(3-tert-butyl-4-hydroxyphenyl)ethyl)-6-methyl-4-pyrimidinone), [H][H] (hydrogen). The reagents and catalysts are [OH-].[OH-].[Pd+2] (palladium hydroxide/carbon). Run in CO (methanol). Yields the product C(C)(C)(C)C=1C=C(C=CC1O)CC(NC(C(C(C)C)NC)=O)C1=NC(=CC(N1)=O)C (2-[2-(3-tert-butyl-4-hydroxyphenyl)-1-(3-methyl-2-methylaminobutyrylamino)ethyl]-6-methyl-4-pyrimidinone). RXN SMILES: C(OC([CH2:11][NH:12][CH:13]([CH:38]([CH3:40])[CH3:39])[C:14]([NH:16][CH:17]([C:30]1[NH:35][C:34](=[O:36])[CH:33]=[C:32]([CH3:37])[N:31]=1)[CH2:18][C:19]1[CH:24]=[CH:23][C:22]([OH:25])=[C:21]([C:26]([CH3:29])([CH3:28])[CH3:27])[CH:20]=1)=[O:15])=O)C1C=CC=CC=1.[H][H]>[OH-].[OH-].[Pd+2].CO>[C:26]([C:21]1[CH:20]=[C:19]([CH2:18][CH:17]([C:30]2[NH:35][C:34](=[O:36])[CH:33]=[C:32]([CH3:37])[N:31]=2)[NH:16][C:14](=[O:15])[CH:13]([NH:12][CH3:11])[CH:38]([CH3:40])[CH3:39])[CH:24]=[CH:23][C:22]=1[OH:25])([CH3:27])([CH3:28])[CH3:29] |f:2.3.4|. Procedure: A mixture of 2-(1-(2-(benzyloxycarbonylmethylamino)-3-methyl-butyrylamino)-2-(3-tert-butyl-4-hydroxyphenyl)ethyl)-6-methyl-4-pyrimidinone (0.71 g, 1.294 mmol), 20% palladium hydroxide/carbon (0.15 g) and methanol (20 ml) was stirred in a hydrogen atmosphere for 4 hours. The reaction mixture was filtered and the filtrate was concentrated under reduced pressure; the thus obtained residue was subjected to silica gel column chromatography (developing solvent: methylene chloride:methanol=15:1), givin... Reactants: ClC1=C(C(=CC(=C1)N1N=CC(NC1=O)=O)Cl)C(C(=O)Cl)C1=CC=C(C=C1)Cl (2,6-dichloro-α-(4-chlorophenyl)-4-(4,5-dihydro-3,5-dioxo-1,2,4-triazin-2(3H)-yl)benzeneacetylchloride), N1CCCCC1 (piperidine), Cl (hydrochloric acid). The solvent is O (water). Conditions: time 17 hour. The product is ClC1=CC=C(C=C1)C(C(=O)N1CCCCC1)C1=C(C=C(C=C1Cl)N1N=CC(NC1=O)=O)Cl (1-[2-(4-chlorophenyl)-2-[2,6-dichloro-4-(4,5-dihydro-3,5-dioxo-1,2,4-triazin-2(3H)-yl)phenyl]acetyl]piperidine). Yield: 44.0%. Reaction SMILES: [Cl:1][C:2]1[CH:7]=[C:6]([N:8]2[C:13](=[O:14])[NH:12][C:11](=[O:15])[CH:10]=[N:9]2)[CH:5]=[C:4]([Cl:16])[C:3]=1[CH:17]([C:21]1[CH:26]=[CH:25][C:24]([Cl:27])=[CH:23][CH:22]=1)[C:18](Cl)=[O:19].[NH:28]1[CH2:33][CH2:32][CH2:31][CH2:30][CH2:29]1.Cl>O>[Cl:27][C:24]1[CH:23]=[CH:22][C:21]([CH:17]([C:3]2[C:4]([Cl:16])=[CH:5][C:6]([N:8]3[C:13](=[O:14])[NH:12][C:11](=[O:15])[CH:10]=[N:9]3)=[CH:7][C:2]=2[Cl:1])[C:18]([N:28]2[CH2:33][CH2:32][CH2:31][CH2:30][CH2:29]2)=[O:19])=[CH:26][CH:25]=1. Reported procedure: A mixture of 2.28 parts of 2,6-dichloro-α-(4-chlorophenyl)-4-(4,5-dihydro-3,5-dioxo-1,2,4-triazin-2(3H)-yl)benzeneacetylchloride and 18 parts of piperidine was stirred for 17 hours at room temperature (exothermic reaction). After the addition of water, the solution was acidified with hydrochloric acid. The product was extracted with a mixture of trichloromethane and methanol (95:5 by volume). The extract was dried, filtered and evaporated. The residue was purified by column chromatography over s...